From a dataset of the Open Reaction Database (ORD), a public repository of structured organic reaction records. describe an organic reaction: reactants, conditions, products, and yield Starting materials: S([O-])(O)=O.[Ca+2].S([O-])(O)=O (calcium bisulfite), O=O (oxygen). Product: S(=O)(=O)([O-])[O-].[Ca+2] (calcium sulfate), O.O.S(=O)(=O)(O)O (sulfate dihydrate). As a reaction SMILES: [S:1](=[O:4])([OH:3])[O-:2].[Ca+2:5].[S:6](=[O:9])([OH:8])[O-:7].[O:10]=O>>[S:1]([O-:7])([O-:3])(=[O:2])=[O:4].[Ca+2:5].[OH2:10].[OH2:2].[S:6]([OH:2])([OH:8])(=[O:7])=[O:9] |f:0.1.2,4.5,6.7.8|. Procedure details: The solubilized calcium bisulfite in the scrubbing solution discharged from the low pH scrubbing stage may then readily be reacted with oxygen in solution to form a solution of calcium sulfate from which crystalline calciium sulfate dihydrate is precipitated. The generalized reactions for the solubilization of calcium sulfite are set forth in equations I and II, the reaction for the oxidation of the bisulfite is set forth in equation III and the reaction for the precipitation of crystalline calc... Starting materials: O=C1Cc2cc(CCBr)c(Cl)cc2N1, O, c1ccc2c(N3CCNCC3)nsc2c1. The product is O=C1Cc2cc(CCN3CCN(c4nsc5ccccc45)CC3)c(Cl)cc2N1. RXN SMILES: [Br:1][CH2:2][CH2:3][c:4]1[cH:5][c:6]2[c:10]([cH:11][c:12]1[Cl:13])[NH:9][C:8](=[O:14])[CH2:7]2.[OH2:30].[s:15]1[n:16][c:17]([N:24]2[CH2:25][CH2:26][NH:27][CH2:28][CH2:29]2)[c:18]2[c:19]1[cH:20][cH:21][cH:22][cH:23]2>>[CH2:2]([CH2:3][c:4]1[cH:5][c:6]2[c:10]([cH:11][c:12]1[Cl:13])[NH:9][C:8](=[O:14])[CH2:7]2)[N:27]1[CH2:26][CH2:25][N:24]([c:17]2[n:16][s:15][c:19]3[c:18]2[cH:23][cH:22][cH:21][cH:20]3)[CH2:29][CH2:28]1. Starting materials: Cl (hydrochloric acid), C(=O)O (formic acid), COC(C(CCCC)NC(=O)OC)=O (2-methoxycarbonylaminohexanoic acid methyl ester). The solvent is O (water), mixture. Yields the product Cl.NC(CCCC)C(=O)O (D,L-norleucine hydrochloride). The yield is 97.3%. RXN SMILES: C[O:2][C:3](=[O:14])[CH:4]([NH:9]C(OC)=O)[CH2:5][CH2:6][CH2:7][CH3:8].[ClH:15].C(O)=O>O>[ClH:15].[NH2:9][CH:4]([C:3]([OH:14])=[O:2])[CH2:5][CH2:6][CH2:7][CH3:8] |f:4.5|. Reported procedure: 4.07 grams of 2-methoxycarbonylaminohexanoic acid methyl ester were heated in 15 ml of a mixture consisting of equal parts of concentrated hydrochloric acid, 100 weight percent formic acid and water for 24 hours under reflux. The acid mixture was removed in a vacuum, the oily residue treated twice with 20 ml of acetone and freed from acetone again in a vacuum. The now crystalline residue was intensively stirred with 10 ml of acetone, filtered with suction and dried over diphosphorus pentoxide. T... Starting materials: [Na+].[Cl-] (NaCl), [Cl-].[K+] (KCl), [Mg+2].[Cl-].[Cl-] (MgCl2), NaH2PO4, [Cl-].[Cl-].[Ca+2] (CaCl2), O[C@@H]1[C@H](O)[C@@H](O)[C@H](O)[C@H](O1)CO (α-D-glucose), C(=O)(O)[O-].[Na+] (NaHCO3), O=C1C(O)=C(O)[C@H](O1)[C@@H](O)CO (L-ascorbic acid), C(CN(CC(=O)[O-])CC(=O)[O-])N(CC(=O)O)CC(=O)O.[Na+].[Na+] (disodium ethylenediaminetetraacetate), O=O (O2), C1=CC(=C(C=C1C(CN)O)O)O ([3H]NE), 3,4-[7-3H]-dihydroxyphenylethylamine, C1=CC(=C(C=C1C(CN)O)O)O ([3H]NE), [7-3H]-norepinephrine. Run at temperature 34 celsius, time 30 minute. Product: NCCC=1CC(O)C(O)=CC1 ([3H]Dopamine). Reaction SMILES: [CH:1]1[C:6]([CH:7](O)[CH2:8][NH2:9])=[CH:5][C:4]([OH:11])=[C:3]([OH:12])[CH:2]=1.[Na+].[Cl-].[Cl-].[K+].[Mg+2].[Cl-].[Cl-].[Cl-].[Cl-].[Ca+2].O[C@H]1O[C@H](CO)[C@@H](O)[C@H](O)[C@H]1O.C([O-])(O)=O.[Na+].O=C1O[C@H]([C@H](CO)O)C(O)=C1O.C(N(CC(O)=O)CC(O)=O)CN(CC([O-])=O)CC([O-])=O.[Na+].[Na+].O=O>>[NH2:9][CH2:8][CH2:7][C:6]1[CH2:5][CH:4]([C:3](=[CH:2][CH:1]=1)[OH:12])[OH:11] |f:1.2,3.4,5.6.7,8.9.10,12.13,15.16.17|. Procedure details: Alkaloid effects on [3H]overflow from rat striatal slices preloaded with [3H]DA and hippocampal slices preloaded with [3H]NE were determined using modifications of a previously published method (Dwoskin and Zahniser, 1986). Briefly, coronal striatal or hippocampal slices (500 μm, 6-8 mg) were incubated in Krebs' buffer (118 mM NaCl, 4.7 mM KCl, 1.2 mM MgCl2, 1.0 mM NaH2PO4, 1.3 mM CaCl2, 11.1 mM α-D-glucose, 25 mM NaHCO3, 0.11 mM L-ascorbic acid and 4.0 mM disodium ethylenediaminetetraacetate; p...